Dataset: the Open Reaction Database (ORD), a public repository of structured organic reaction records. Task: describe an organic reaction: reactants, conditions, products, and yield The reactants are ClC=1C=C(C=CC1Cl)C(CC=O)C1N(C(C2=CC=CC=C12)=O)C (3-(3,4-Dichlorophenyl)-3-(2-methyl-3-oxo-2,3-dihydro-1H-isoindol-1-yl)propionaldehyde), C(C)(=O)NC1(CCNCC1)C1=CC=CC=C1 (4-acetamido-4-phenylpiperidine). Product: Cl.ClC=1C=C(C=CC1Cl)C(CCN1CCC(CC1)(C1=CC=CC=C1)NC(C)=O)C1N(C(C2=CC=CC=C12)=O)C (3-[1-(3,4-Dichlorophenyl)-3-(4-acetamido-4-phenylpiperidino)propyl]-2-methyl-2,3-dihydroisoindol-1-one hydrochloride). Isolated yield 83.2%. RXN SMILES: [Cl:1][C:2]1[CH:3]=[C:4]([CH:9]([CH:13]2[C:21]3[C:16](=[CH:17][CH:18]=[CH:19][CH:20]=3)[C:15](=[O:22])[N:14]2[CH3:23])[CH2:10][CH:11]=O)[CH:5]=[CH:6][C:7]=1[Cl:8].[C:24]([NH:27][C:28]1([C:34]2[CH:39]=[CH:38][CH:37]=[CH:36][CH:35]=2)[CH2:33][CH2:32][NH:31][CH2:30][CH2:29]1)(=[O:26])[CH3:25]>>[ClH:1].[Cl:1][C:2]1[CH:3]=[C:4]([CH:9]([CH:13]2[C:21]3[C:16](=[CH:17][CH:18]=[CH:19][CH:20]=3)[C:15](=[O:22])[N:14]2[CH3:23])[CH2:10][CH2:11][N:31]2[CH2:32][CH2:33][C:28]([NH:27][C:24](=[O:26])[CH3:25])([C:34]3[CH:39]=[CH:38][CH:37]=[CH:36][CH:35]=3)[CH2:29][CH2:30]2)[CH:5]=[CH:6][C:7]=1[Cl:8] |f:2.3|. Procedure details: 3-(3,4-Dichlorophenyl)-3-(2-methyl-3-oxo-2,3-dihydro-1H-isoindol-1-yl)propionaldehyde (0.375 g) was coupled to 4-acetamido-4-phenylpiperidine (0.28 g) by a method similar to that described in Example 8. The reaction product was purified by chromatography and converted to the corresponding hydrochloride salt as described in Example 8 to afford the title compound (0.263 g); mp 185°-192° C.; MS: m/z=550(M+1); NMR(CD3 SOCD3): 1.91 (s,3), 2.3 (m,2), 3.06 (s,3), 3.15 (m,2), 4.87 (d,1, J=3.5), 6.8 (d,1... Reactants: COC(C1=CC=C(C=C1)C1=NC2=C(N1CC)C=CC(=C2)S(=O)(=O)C(F)(F)F)=O (4-(1-Ethyl-5-trifluoromethanesulfonyl-1H-benzoimidazol-2-yl)-benzoic acid methyl ester), [OH-].[Na+] (sodium hydroxide). Run in C(C)O (ethanol). Conditions: time 3 hour. Product: C(C)N1C(=NC2=C1C=CC(=C2)S(=O)(=O)C(F)(F)F)C2=CC=C(C(=O)O)C=C2 (4-(1-Ethyl-5-trifluoromethanesulfonyl-1H-benzoimidazol-2-yl)-benzoic acid). RXN SMILES: C[O:2][C:3](=[O:28])[C:4]1[CH:9]=[CH:8][C:7]([C:10]2[N:14]([CH2:15][CH3:16])[C:13]3[CH:17]=[CH:18][C:19]([S:21]([C:24]([F:27])([F:26])[F:25])(=[O:23])=[O:22])=[CH:20][C:12]=3[N:11]=2)=[CH:6][CH:5]=1.[OH-].[Na+]>C(O)C>[CH2:15]([N:14]1[C:13]2[CH:17]=[CH:18][C:19]([S:21]([C:24]([F:26])([F:25])[F:27])(=[O:22])=[O:23])=[CH:20][C:12]=2[N:11]=[C:10]1[C:7]1[CH:6]=[CH:5][C:4]([C:3]([OH:28])=[O:2])=[CH:9][CH:8]=1)[CH3:16] |f:1.2|. Procedure details: 4-(1-Ethyl-5-trifluoromethanesulfonyl-1H-benzoimidazol-2-yl)-benzoic acid methyl ester (152 mg, 0.368 mmol) was dissolved in warm ethanol (7 mL) and 1 M sodium hydroxide (1.0 mL) was added. The reaction mixture was heated to near reflux and stirred for 3 h. The reaction mixture was then partially evaporated by blowing with a stream of nitrogen and transferred to a vial containing EtOAc and 1 M aqueous hydrochloric acid. The organic phase was separated, washed with saturated brine, dried (Na2SO4)... Starting materials: C1(C=2C(C(=O)O1)=CC=CC2)=O (phthalic anhydride), OCC(CO)(CO)CO (pentaerythritol), fatty acid, C(C1=CC=CC=C1)(=O)O (benzoic acid), 35. Run in C=1(C(=CC=CC1)C)C (xylene). The product is C1C=CC2C1C3CC2C=C3 (dicyclopentadiene), C(\C=C\C(=O)O)(=O)O (fumaric acid). As a reaction SMILES: [C:1](O)(=[O:8])[C:2]1C=CC=CC=1.[C:10]1(=[O:20])[O:15][C:13](=[O:14])[C:12]2=[CH:16][CH:17]=[CH:18][CH:19]=[C:11]12.OCC(CO)(CO)CO>C1(C)C(C)=CC=CC=1>[CH2:1]1[CH:19]2[CH:18]3[CH:17]=[CH:16][CH:12]([CH:11]2[CH:10]=[CH:2]1)[CH2:13]3.[C:13]([OH:14])(=[O:8])/[CH:12]=[CH:11]/[C:10]([OH:15])=[O:20]. Procedure: 640 T of soya oil fatty acid, 180 T of benzoic acid, 350 T of phthalic anhydride and 335 T of pentaerythritol are condensed at 210° to 230° C, after the addition of 35 T of xylene, in an inert gas atmosphere with distillation of the water formed during esterification, until an acid number of less than 10 is reached. Then 155 T of a copolymer obtained from dicyclopentadiene and fumaric acid in a molar ratio of 5:1 and having an acid number of 30 and a softening temperature of 70 to 80° C are adde... The reactants are [Al+3], C1CCOC1, [H-], [H-], [H-], [H-], [Li+], [Na+], [OH-], O, CC(C)(C)OC(=O)CC1(O)CN(C(c2ccccc2)c2ccccc2)C1. Product: OCCC1(O)CN(C(c2ccccc2)c2ccccc2)C1. RXN SMILES: [Al+3:28].[CH2:36]1[O:37][CH2:38][CH2:39][CH2:40]1.[H-:27].[H-:30].[H-:31].[H-:32].[Li+:29].[Na+:35].[OH-:34].[OH2:33].[c:1]1([CH:7]([N:8]2[CH2:9][C:10]([OH:12])([CH2:13][C:14](=[O:15])[O:16][C:17]([CH3:18])([CH3:19])[CH3:20])[CH2:11]2)[c:21]2[cH:22][cH:23][cH:24][cH:25][cH:26]2)[cH:2][cH:3][cH:4][cH:5][cH:6]1>>[c:1]1([CH:7]([N:8]2[CH2:9][C:10]([OH:12])([CH2:13][CH2:14][OH:15])[CH2:11]2)[c:21]2[cH:22][cH:23][cH:24][cH:25][cH:26]2)[cH:2][cH:3][cH:4][cH:5][cH:6]1. The reactants are C1CCOC1, COC(=O)c1ccc(Oc2ccc(NC(=O)OC(C)(C)C)cc2)c(Nc2ncnc3nc(C(C)C)ccc23)c1, [Li+], [OH-]. Yields the product CC(C)c1ccc2c(Nc3cc(C(=O)O)ccc3Oc3ccc(NC(=O)OC(C)(C)C)cc3)ncnc2n1. Reaction SMILES: [CH2:42]1[O:43][CH2:44][CH2:45][CH2:46]1.[CH3:1][O:2][C:3]([c:4]1[cH:5][c:6]([NH:25][c:26]2[c:27]3[c:28]([n:29][cH:30][n:31]2)[n:32][c:33]([CH:36]([CH3:37])[CH3:38])[cH:34][cH:35]3)[c:7]([O:10][c:11]2[cH:12][cH:13][c:14]([NH:17][C:18](=[O:19])[O:20][C:21]([CH3:22])([CH3:23])[CH3:24])[cH:15][cH:16]2)[cH:8][cH:9]1)=[O:39].[Li+:41].[OH-:40]>>[O:2]=[C:3]([c:4]1[cH:5][c:6]([NH:25][c:26]2[c:27]3[c:28]([n:29][cH:30][n:31]2)[n:32][c:33]([CH:36]([CH3:37])[CH3:38])[cH:34][cH:35]3)[c:7]([O:10][c:11]2[cH:12][cH:13][c:14]([NH:17][C:18](=[O:19])[O:20][C:21]([CH3:22])([CH3:23])[CH3:24])[cH:15][cH:16]2)[cH:8][cH:9]1)[OH:39]. The reactants are C(#N)C1=C(C(=C(C=C1)C=1C=NN(C1O)C1=NC=C(C(=O)O)C=C1)C)F (6-(4-(4-cyano-3-fluoro-2-methylphenyl)-5-hydroxy-1H-pyrazol-1-yl)nicotinic acid), CN1C2(CC2)CNCC1 (4-methyl-4,7-diazaspiro[2.5]octane). Yields the product FC1=C(C#N)C=CC(=C1C)C=1C=NN(C1O)C1=NC=C(C=C1)C(=O)N1CCN(C2(CC2)C1)C (2-fluoro-4-(5-hydroxy-1-(5-(4-methyl-4,7-diazaspiro[2.5]octane-7-carbonyl)pyridin-2-yl)-1H-pyrazol-4-yl)-3-methylbenzonitrile). As a reaction SMILES: [C:1]([C:3]1[CH:8]=[CH:7][C:6]([C:9]2[CH:10]=[N:11][N:12]([C:15]3[CH:23]=[CH:22][C:18]([C:19]([OH:21])=O)=[CH:17][N:16]=3)[C:13]=2[OH:14])=[C:5]([CH3:24])[C:4]=1[F:25])#[N:2].[CH3:26][N:27]1[CH2:34][CH2:33][NH:32][CH2:31][C:28]21[CH2:30][CH2:29]2>>[F:25][C:4]1[C:5]([CH3:24])=[C:6]([C:9]2[CH:10]=[N:11][N:12]([C:15]3[CH:23]=[CH:22][C:18]([C:19]([N:32]4[CH2:31][C:28]5([CH2:30][CH2:29]5)[N:27]([CH3:26])[CH2:34][CH2:33]4)=[O:21])=[CH:17][N:16]=3)[C:13]=2[OH:14])[CH:7]=[CH:8][C:3]=1[C:1]#[N:2]. Procedure: The title compound was prepared in a manner similar to Example 301 using 6-(4-(4-cyano-3-fluoro-2-methylphenyl)-5-hydroxy-1H-pyrazol-1-yl)nicotinic acid and 4-methyl-4,7-diazaspiro[2.5]octane. 1H NMR (400 MHz, DMSO-d6) δ ppm 0.58-1.34 (m, 4H) 2.33 (d, J=2.27 Hz, 3H) 2.91 (s, 3H) 3.31-3.85 (m, 6H) 7.62 (d, J=7.83 Hz, 1H) 7.70-7.78 (m, 1H) 7.82-8.75 (m, 4H). ESI-MS m/z [M+H]+ 447.3. The reactants are N(C(=O)C)C1=CC(=C(C=C1)C=1N=C2N(N=CC=C2)C1)OC (2-(4-Acetamino-2-methoxyphenyl)-imidazo[1,2-b]pyridazine). Run in Cl (hydrochloric acid). Yields the product NC1=CC(=C(C=C1)C=1N=C2N(N=CC=C2)C1)OC (2-(4-Amino-2-methoxy-phenyl)-imidazo[1,2-b]pyridazine). As a reaction SMILES: [NH:1]([C:5]1[CH:10]=[CH:9][C:8]([C:11]2[N:12]=[C:13]3[CH:18]=[CH:17][CH:16]=[N:15][N:14]3[CH:19]=2)=[C:7]([O:20][CH3:21])[CH:6]=1)C(C)=O>Cl>[NH2:1][C:5]1[CH:10]=[CH:9][C:8]([C:11]2[N:12]=[C:13]3[CH:18]=[CH:17][CH:16]=[N:15][N:14]3[CH:19]=2)=[C:7]([O:20][CH3:21])[CH:6]=1. Procedure: 0.3 g (1 mmol) of 2-(4-Acetamino-2-methoxyphenyl)-imidazo[1,2-b]pyridazine are heated for 11/2 hours in 20 ml of 6N hydrochloric acid over a steam bath. After cooling and filtration, the residue is made alkaline with conc. ammonia. The product precipitated is suction filtered, washed with water and dried at 100° C. over potassium hydroxide in a drying gun. The reactants are O=C([O-])O, [Li]CCCC, O=C1NC(Cc2ccccc2)CO1, C1CCOC1, [Cl-], [Na+], CC(C(=O)O)c1ccccc1. The product is CC(C(=O)N1C(=O)OCC1Cc1ccccc1)c1ccccc1. As a reaction SMILES: [C:31](=[O:32])([OH:33])[O-:34].[CH2:14]([Li:15])[CH2:16][CH2:17][CH3:18].[CH2:1]([c:2]1[cH:3][cH:4][cH:5][cH:6][cH:7]1)[CH:8]1[NH:9][C:10](=[O:13])[O:11][CH2:12]1.[CH2:36]1[O:37][CH2:38][CH2:39][CH2:40]1.[Cl-:19].[Na+:35].[c:20]1([CH:26]([C:27](=[O:28])[OH:29])[CH3:30])[cH:21][cH:22][cH:23][cH:24][cH:25]1>>[CH2:1]([c:2]1[cH:3][cH:4][cH:5][cH:6][cH:7]1)[CH:8]1[N:9]([C:27]([CH:26]([c:20]2[cH:21][cH:22][cH:23][cH:24][cH:25]2)[CH3:30])=[O:28])[C:10](=[O:13])[O:11][CH2:12]1.